Dataset: the Open Reaction Database (ORD), a public repository of structured organic reaction records. Task: describe an organic reaction: reactants, conditions, products, and yield The reactants are C1(=CC=CC=C1)P(C1=CC=CC=C1)C1=CC=CC=C1 (Triphenylphosphine), CC1(OCC(CO1)CO)C ((2,2-dimethyl-[1,3]dioxan-5-yl)-methanol), diethylazodicarboxylic acid, S(O)(O)(=O)=O (sulfuric acid), OC1=C(C=C2C(=CC=NC2=C1)OC=1C(=NC2=CC=NC=C2C1)C)OC (3-(7-Hydroxy-6-methoxy-quinolin-4-yloxy)-2-methyl-[1,6]naphthyridine), [OH-].[Na+] (sodium hydroxide). The solvent is O (Water), O1CCCC1 (tetrahydrofuran). Conditions: time 4 hour. Yields the product COC=1C=C2C(=CC=NC2=CC1OCC(CO)CO)OC=1C(=NC2=CC=NC=C2C1)C (2-[6-Methoxy-4-(2-methyl-[1,6]naphthyridin-3-yloxy)-quinolin-7-yloxymethyl]-propane-1,3-diol). Yield: 61.4%. Reaction SMILES: [OH:1][C:2]1[CH:11]=[C:10]2[C:5]([C:6]([O:12][C:13]3[C:14]([CH3:23])=[N:15][C:16]4[C:21]([CH:22]=3)=[CH:20][N:19]=[CH:18][CH:17]=4)=[CH:7][CH:8]=[N:9]2)=[CH:4][C:3]=1[O:24][CH3:25].C1(P(C2C=CC=CC=2)C2C=CC=CC=2)C=CC=CC=1.CC1(C)[O:51][CH2:50][CH:49]([CH2:52]O)[CH2:48][O:47]1.S(=O)(=O)(O)O.[OH-].[Na+]>O1CCCC1.O>[CH3:25][O:24][C:3]1[CH:4]=[C:5]2[C:10](=[CH:11][C:2]=1[O:1][CH2:52][CH:49]([CH2:50][OH:51])[CH2:48][OH:47])[N:9]=[CH:8][CH:7]=[C:6]2[O:12][C:13]1[C:14]([CH3:23])=[N:15][C:16]2[C:21]([CH:22]=1)=[CH:20][N:19]=[CH:18][CH:17]=2 |f:4.5|. Reported procedure: 3-(7-Hydroxy-6-methoxy-quinolin-4-yloxy)-2-methyl-[1,6]naphthyridine (85 mg) was dissolved in tetrahydrofuran (2 ml) to prepare a solution. Triphenylphosphine (134 mg), (2,2-dimethyl-[1,3]dioxan-5-yl)-methanol (45 mg), and diethylazodicarboxylic acid (0.1 ml) were added to the solution, and the mixture was stirred at room temperature for 4 hr. Further, 1 N sulfuric acid (4 ml) was added thereto, and the mixture was stirred at room temperature overnight. The reaction solution was brought to 0° C.... Reaction SMILES: [CH2:1]([O:8][CH2:9][C@H:10]1[C@H:19]([CH2:20][OH:21])[CH2:18][CH2:17][C:12]2(OCC[O:13]2)[CH2:11]1)[C:2]1[CH:7]=[CH:6][CH:5]=[CH:4][CH:3]=1.C([O-])([O-])=O.[K+].[K+]>C(O)(=O)C.O.CO>[CH2:1]([O:8][CH2:9][C@H:10]1[C@H:19]([CH2:20][OH:21])[CH2:18][CH2:17][C:12](=[O:13])[CH2:11]1)[C:2]1[CH:7]=[CH:6][CH:5]=[CH:4][CH:3]=1 |f:1.2.3|. Product: C(C1=CC=CC=C1)OC[C@@H]1CC(CC[C@H]1CO)=O ((3R,4R)-3-[(benzyloxy)methyl]-4-(hydroxymethyl)cyclohexanone). Procedure details: A solution composed of {(7R,8R)-7-[(benzyloxy)methyl]-1,4-dioxaspiro[4.5]dec-8-yl}methanol (33.6 g, 115 mmol) in a mixture of acetic acid (220 mL) and water (80 mL) was heated at 85° C. for 2 h. The solvents were removed by rotary evaporation under reduced pressure and the residue was partitioned between water and ethyl acetate. The aqueous phase was extracted with an additional portion of ethyl acetate and the combined organics were washed with saturated aqueous NaHCO3 and NaCl solutions, and d... Run at temperature 85 celsius, time 30 minute. The reactants are C(C1=CC=CC=C1)OC[C@@H]1CC2(OCCO2)CC[C@H]1CO ({(7R,8R)-7-[(benzyloxy)methyl]-1,4-dioxaspiro[4.5]dec-8-yl}methanol), C(=O)([O-])[O-].[K+].[K+] (K2CO3). Run in CO (methanol), C(C)(=O)O (acetic acid), O (water). Reactants: CC1=CC=C(C=C1)C=1C(=CC=CC1)C(=O)O (4'-Methylbiphenyl-2-carboxylic acid), acid chloride, S(=O)(Cl)Cl (thionyl chloride), acid chloride, C(\C=C\C(=O)O)(=O)O.NCCC#N (3-aminopropionitrile fumarate). Product: C(#N)CCNC(=O)C=1C(=CC=CC1)C1=CC=C(C=C1)C (N-(2-Cyanoethyl)-4'-methylbiphenyl-2-carboxamide). The yield is 84335.3%. Reaction SMILES: [CH3:1][C:2]1[CH:7]=[CH:6][C:5]([C:8]2[C:9]([C:14]([OH:16])=O)=[CH:10][CH:11]=[CH:12][CH:13]=2)=[CH:4][CH:3]=1.S(Cl)(Cl)=O.C(O)(=O)/C=C/C(O)=O.[NH2:29][CH2:30][CH2:31][C:32]#[N:33]>>[C:30]([CH2:31][CH2:32][NH:33][C:14]([C:9]1[C:8]([C:5]2[CH:4]=[CH:3][C:2]([CH3:1])=[CH:7][CH:6]=2)=[CH:13][CH:12]=[CH:11][CH:10]=1)=[O:16])#[N:29] |f:2.3|. Reported procedure: 4'-Methylbiphenyl-2-carboxylic acid (50.0 g, 0.24 mmol) was converted into the corresponding acid chloride as described in Example 89, Part B using thionyl chloride. This acid chloride was subsequently reacted with 3-aminopropionitrile fumarate (30.25 g, 0.24 mmol) under Schotten-Baumann reaction conditions described in Example 209, Part B to yield 53.50 g of white powder after recrystallization from methylcyclohexane/butylchloride; m.p. 102.0°-103.5° C.; NMR (200 MHz, CDCl3): δ7.68 (d, 1H, J=7 ... The reactants are compound, C(C1=CC=CC=C1)OC1=CC=C(C=O)C=C1 (4-benzyloxybenzaldehyde), C(C1=CC=CC=C1)[C@@H]1N(C(OC1)=O)C(COC1=CC=C(C=C1)C(C)(C)C)=O ((S)-4-benzyl-3-[(4-t-butylphenoxy)acetyl]oxazolidin-2-one), [O-]S(=O)(=O)C(F)(F)F.C(CCC)[B+]CCCC (dibutylboron triflate). Run in ClCCl (dichloromethane), C(C)N(CC)CC (triethylamine). Yields the product C(C1=CC=CC=C1)[C@@H]1N(C(OC1)=O)C([C@H]([C@H](O)C1=CC=C(C=C1)OCC1=CC=CC=C1)OC1=CC=C(C=C1)C(C)(C)C)=O ((S)-4-Benzyl-3-[(2S,3R)-3-(4-benzyloxyphenyl)-2-(4-t-butylphenoxy)-3-hydroxypropionyl]oxazolidin-2-one). Reaction SMILES: [CH2:1]([C@H:8]1[CH2:12][O:11][C:10](=[O:13])[N:9]1[C:14](=[O:27])[CH2:15][O:16][C:17]1[CH:22]=[CH:21][C:20]([C:23]([CH3:26])([CH3:25])[CH3:24])=[CH:19][CH:18]=1)[C:2]1[CH:7]=[CH:6][CH:5]=[CH:4][CH:3]=1.[O-]S(C(F)(F)F)(=O)=O.C([B+]CCCC)CCC.[CH2:45]([O:52][C:53]1[CH:60]=[CH:59][C:56]([CH:57]=[O:58])=[CH:55][CH:54]=1)[C:46]1[CH:51]=[CH:50][CH:49]=[CH:48][CH:47]=1>ClCCl.C(N(CC)CC)C>[CH2:1]([C@H:8]1[CH2:12][O:11][C:10](=[O:13])[N:9]1[C:14](=[O:27])[C@@H:15]([O:16][C:17]1[CH:22]=[CH:21][C:20]([C:23]([CH3:24])([CH3:26])[CH3:25])=[CH:19][CH:18]=1)[C@@H:57]([C:56]1[CH:59]=[CH:60][C:53]([O:52][CH2:45][C:46]2[CH:51]=[CH:50][CH:49]=[CH:48][CH:47]=2)=[CH:54][CH:55]=1)[OH:58])[C:2]1[CH:7]=[CH:6][CH:5]=[CH:4][CH:3]=1 |f:1.2|. Procedure: The target compound (30.0 g) was obtained as a colorless oil by carrying out the reaction and the post-treatment according to Reference example 20(b) using (S)-4-benzyl-3-[(4-t-butylphenoxy)acetyl]oxazolidin-2-one (28.2 g) obtained from Reference example 21(a), a solution of dibutylboron triflate in dichloromethane (1M, 92.1 ml), triethylamine (13.9 ml) and 4-benzyloxybenzaldehyde (17.9 g). The reactants are ClC=1C=CC2=C(C(=NCC=3N2C(=C(N3)C)C=O)C3=C(C=CC=C3)Cl)C1 (8-chloro-6-(2-chlorophenyl)-2-methyl-4H-imidazo[1,2-a][1,4]benzodiazepine-1-carboxaldehyde). The reagents and catalysts are C1=CC=C(C=C1)P(C2=CC=CC=C2)C3=CC=CC=C3.C1=CC=C(C=C1)P(C2=CC=CC=C2)C3=CC=CC=C3.C1=CC=C(C=C1)P(C2=CC=CC=C2)C3=CC=CC=C3.[Cl-].[Rh] (tris(triphenylphosphine)rhodium chloride). Run in C1=CC=CC=C1 (benzene). The product is ClC=1C=CC2=C(C(=NCC=3N2C=CN3)C3=C(C=CC=C3)Cl)C1 (8-chloro-6-(2-chlorophenyl)-4H-imidazo[1,2-a][1,4]benzodiazepine). RXN SMILES: [Cl:1][C:2]1[CH:3]=[CH:4][C:5]2[N:11]3[C:12](C=O)=[C:13](C)[N:14]=[C:10]3[CH2:9][N:8]=[C:7]([C:18]3[CH:23]=[CH:22][CH:21]=[CH:20][C:19]=3[Cl:24])[C:6]=2[CH:25]=1>C1C=CC(P(C2C=CC=CC=2)C2C=CC=CC=2)=CC=1.C1C=CC(P(C2C=CC=CC=2)C2C=CC=CC=2)=CC=1.C1C=CC(P(C2C=CC=CC=2)C2C=CC=CC=2)=CC=1.[Cl-].[Rh].C1C=CC=CC=1>[Cl:1][C:2]1[CH:3]=[CH:4][C:5]2[N:11]3[CH:12]=[CH:13][N:14]=[C:10]3[CH2:9][N:8]=[C:7]([C:18]3[CH:23]=[CH:22][CH:21]=[CH:20][C:19]=3[Cl:24])[C:6]=2[CH:25]=1 |f:1.2.3.4.5|. Procedure: A mixture of 1.0 g. of 8-chloro-6-(2-chlorophenyl)-4H-imidazo[1,2-a][1,4]benzodiazepine-1-carboxaldehyde (II) and 0.1 g. of tris(triphenylphosphine)rhodium chloride in 50 ml. of benzene is refluxed for about 6 hours. The mixture is then allowed to cool and filtered to remove the catalyst. The fitrate thus obtained is concentrated in vacuo to give 8-chloro-6-(2-chlorophenyl)-4H-imidazo[1,2-a][1,4]benzodiazepine, which is further purified by chromatography on silica gel and/or crystallization, m.p... Reactants: O=C([O-])[O-], O=C(O)C(O)C(O)C(=O)O, CC1CCCN1, Cc1ccc(S(=O)(=O)OCCc2cc3cc(Br)ccc3o2)cc1, CC#N, Cc1ccccc1, [K+], [K+]. Product: CC1CCCN1CCc1cc2cc(Br)ccc2o1. Reaction SMILES: [C:17](=[O:18])([O-:19])[O-:20].[C:1]([CH:2]([CH:3]([C:4]([OH:5])=[O:6])[OH:7])[OH:8])([OH:9])=[O:10].[CH3:11][CH:12]1[NH:13][CH2:14][CH2:15][CH2:16]1.[CH3:23][c:24]1[cH:25][cH:26][c:27]([S:28]([O:29][CH2:34][CH2:35][c:36]2[o:37][c:38]3[c:39]([cH:40]2)[cH:41][c:42]([Br:45])[cH:43][cH:44]3)(=[O:30])=[O:31])[cH:32][cH:33]1.[CH3:46][C:47]#[N:48].[CH3:49][c:50]1[cH:51][cH:52][cH:53][cH:54][cH:55]1.[K+:21].[K+:22]>>[CH3:11][CH:12]1[N:13]([CH2:34][CH2:35][c:36]2[o:37][c:38]3[c:39]([cH:40]2)[cH:41][c:42]([Br:45])[cH:43][cH:44]3)[CH2:14][CH2:15][CH2:16]1. The reactants are C1(CC1)CN1CCN(CC1)C1=CC=C(C=C1)NC=1C=2N(C(=CN1)C=1C=NNC1)N=CN2 ({4-[4-(Cyclopropylmethyl)piperazin-1-yl]phenyl}-[5-(1H-pyrazol-4-yl)-[1,2,4]triazolo[1,5-a]pyrazin-8-yl]amine), NC(=O)C=1SC=C(C1)B(O)O (2-(aminocarbonyl)thiophene-4-boronic acid), 0.93. Yields the product C1(CC1)CN1CCN(CC1)C1=CC=C(C=C1)NC=1C=2N(C(=CN1)C=1C=C(SC1)C(=O)N)N=CN2 (4-{8-[4-(4-(Cyclopropylmethyl)piperazin-1-yl)-phenylamino]-[1,2,4]triazolo[1,5-a]pyrazin-5-yl}thiophene-2-carboxylic acid amide). As a reaction SMILES: [CH:1]1([CH2:4][N:5]2[CH2:10][CH2:9][N:8]([C:11]3[CH:16]=[CH:15][C:14]([NH:17][C:18]4[C:19]5[N:20]([N:29]=[CH:30][N:31]=5)[C:21]([C:24]5[CH:25]=NNC=5)=[CH:22][N:23]=4)=[CH:13][CH:12]=3)[CH2:7][CH2:6]2)[CH2:3][CH2:2]1.[NH2:32][C:33]([C:35]1[S:36]C=C(B(O)O)[CH:39]=1)=[O:34]>>[CH:1]1([CH2:4][N:5]2[CH2:10][CH2:9][N:8]([C:11]3[CH:12]=[CH:13][C:14]([NH:17][C:18]4[C:19]5[N:20]([N:29]=[CH:30][N:31]=5)[C:21]([C:24]5[CH:39]=[C:35]([C:33]([NH2:32])=[O:34])[S:36][CH:25]=5)=[CH:22][N:23]=4)=[CH:15][CH:16]=3)[CH2:7][CH2:6]2)[CH2:2][CH2:3]1. Reported procedure: This compound may be prepared using methods as described for Compound 46, using 2-(aminocarbonyl)thiophene-4-boronic acid. LCMS: Rt=0.93 (95%), m/z (ESI) 475 (M+H)+. Starting materials: [Si](C)(C)(C(C)(C)C)OC(C(C(C)C)NC(CCl)=O)C(F)(F)F (N-(2-tert-Butyldimethylsilyloxy-3,3,3-trifluoro-1-isopropylpropyl)-2-chloroacetamide), [Na+].[I-] (NaI), S(=S)(=O)([O-])[O-].[Na+].[Na+] (sodium thiosulfate). Solvent: O (water), CC(=O)C (acetone). Conditions: time 8 hour. The product is [Si](C)(C)(C(C)(C)C)OC(C(C(C)C)NC(CI)=O)C(F)(F)F (N-(2-tert-butyldimethylsilyloxy-3,3,3-trifluoro-1-isopropylpropyl)-2-iodoacetamide). The yield is 91.9%. As a reaction SMILES: [Si:1]([O:8][CH:9]([C:19]([F:22])([F:21])[F:20])[CH:10]([NH:14][C:15](=[O:18])[CH2:16]Cl)[CH:11]([CH3:13])[CH3:12])([C:4]([CH3:7])([CH3:6])[CH3:5])([CH3:3])[CH3:2].[Na+].[I-:24].S([O-])([O-])(=O)=S.[Na+].[Na+]>CC(C)=O.O>[Si:1]([O:8][CH:9]([C:19]([F:22])([F:21])[F:20])[CH:10]([NH:14][C:15](=[O:18])[CH2:16][I:24])[CH:11]([CH3:13])[CH3:12])([C:4]([CH3:7])([CH3:6])[CH3:5])([CH3:3])[CH3:2] |f:1.2,3.4.5|. Reported procedure: N-(2-tert-Butyldimethylsilyloxy-3,3,3-trifluoro-1-isopropylpropyl)-2-chloroacetamide (15.56 g) was added to a solution of NaI (19.3 g) in acetone (130 mL). The mixture was stirred overnight and the yellow reaction mixture was diluted with water (180 mL). The resulting precipitate was filtered; washed with water and saturated aqueous sodium thiosulfate; and dried under vacuum at 40° C. overnight. After spectral data indicated the presence of starting material, the product was subjected to another... Reactants: C(C(C)C)C(=O)C (methyl isobutyl ketone), aqueous solution, C(C(=O)O)(=O)O (oxalic acid), polyphenol. Run in C(C)(=O)O (acetic acid). The product is C1=C(C=CC=C1O)C (m-cresol), C1=CC(=CC=C1O)C (p-cresol). As a reaction SMILES: [CH2:1]([C:5]([CH3:7])=[O:6])[CH:2]([CH3:4])[CH3:3].[C:8]([OH:13])(=O)[C:9](O)=O>C(O)(=O)C>[CH:1]1[C:5]([OH:6])=[CH:7][CH:8]=[CH:3][C:2]=1[CH3:4].[CH:9]1[C:8]([OH:13])=[CH:5][CH:1]=[C:2]([CH3:4])[CH:3]=1. Procedure: To a mixture of 59.3 g of the polyphenol compound obtained in Referential Example 1, 133.2 g of m-cresol, 118.0 g of p-cresol, 250 g of methyl isobutyl ketone, 37.0 g of 11% aqueous solution of oxalic acid and 85 g of 90% acetic acid was dropwise added 135.9 g of 37% aqueous solution of formaldehyde with stirring at 95° C. over a period of one hour. After the addition, the resulting mixture was allowed to react at the same temperature as above for 15 hours. The reaction mixture was washed with w...